This data is from the Open Reaction Database (ORD), a public repository of structured organic reaction records. The task is: describe an organic reaction: reactants, conditions, products, and yield The reactants are C=CCN, Clc1nc(Cl)c2scc(-c3ccccc3)c2n1, CN(C)C=O, O. Yields the product C=CCNc1nc(Cl)nc2c(-c3ccccc3)csc12. RXN SMILES: [CH2:18]([CH:19]=[CH2:20])[NH2:21].[Cl:1][c:2]1[n:3][c:4]([Cl:17])[c:5]2[c:6]([n:7]1)[c:8](-[c:11]1[cH:12][cH:13][cH:14][cH:15][cH:16]1)[cH:9][s:10]2.[O:23]=[CH:24][N:25]([CH3:26])[CH3:27].[OH2:22]>>[Cl:1][c:2]1[n:3][c:4]([NH:21][CH2:18][CH:19]=[CH2:20])[c:5]2[c:6]([n:7]1)[c:8](-[c:11]1[cH:12][cH:13][cH:14][cH:15][cH:16]1)[cH:9][s:10]2.